Dataset: the Open Reaction Database (ORD), a public repository of structured organic reaction records. Task: describe an organic reaction: reactants, conditions, products, and yield Reaction SMILES: Cl[C:2]1[N:7]=[C:6]([C:8]#[N:9])[CH:5]=[CH:4][N:3]=1.[H-].[Na+].[CH3:12][NH:13][S:14]([CH3:17])(=[O:16])=[O:15]>C1COCC1.O>[C:8]([C:6]1[CH:5]=[CH:4][N:3]=[C:2]([N:13]([CH3:12])[S:14]([CH3:17])(=[O:16])=[O:15])[N:7]=1)#[N:9] |f:1.2|. The solvent is C1CCOC1 (THF), O (water). The reactants are ClC1=NC=CC(=N1)C#N (2-chloropyrimidine-4-carbonitrile), [H-].[Na+] (NaH), CNS(=O)(=O)C (N-methylmethanesulfonamide). Procedure details: To a solution of 2-chloropyrimidine-4-carbonitrile (0.20 g, 1.43 mmol) in THF was 60% NaH (0.05 g, 2.00 mmol) in mineral oil. After 20 minutes, N-methylmethanesulfonamide (0.22 g, 2.00 mmol) was added. After 3 hours, the reaction was diluted with water and extracted with ethyl acetate. The combined organic layers were washed with brine, dried over sodium sulfate and concentrated in vacuo. The residue was purified by silica gel chromatography eluting with 30% ethyl acetate in heptane. The major f... Conditions: time 20 minute. Product: C(#N)C1=NC(=NC=C1)N(S(=O)(=O)C)C (N-(4-cyano-pyrimidin-2-yl)-N-methyl-methanesulfonamide).